Dataset: the Open Reaction Database (ORD), a public repository of structured organic reaction records. Task: describe an organic reaction: reactants, conditions, products, and yield Starting materials: C1CCOC1, CO, CSCCCOc1ccc2c(c1)cc(C(=O)[O-])n2C(=O)OCCC(C)(C)C, [Li+], [OH-]. The product is CSCCCOc1ccc2[nH]c(C(=O)O)cc2c1. Reaction SMILES: [CH2:32]1[O:33][CH2:34][CH2:35][CH2:36]1.[CH3:1][OH:2].[CH3:3][S:4][CH2:5][CH2:6][CH2:7][O:8][c:9]1[cH:10][c:11]2[cH:12][c:13]([C:27](=[O:28])[O-:29])[n:14]([C:18]([O:19][CH2:20][CH2:21][C:22]([CH3:23])([CH3:24])[CH3:25])=[O:26])[c:15]2[cH:16][cH:17]1.[Li+:31].[OH-:30]>>[CH3:3][S:4][CH2:5][CH2:6][CH2:7][O:8][c:9]1[cH:10][c:11]2[cH:12][c:13]([C:27](=[O:28])[OH:29])[nH:14][c:15]2[cH:16][cH:17]1. Starting materials: C(#CC(=O)O)C(=O)O (acetylenedicarboxylic acid), ClC=1C=C(C=CC1Cl)NC(=S)NC1=CC(=C(C=C1)Cl)Cl (N,N'-bis(3,4-dichlorophenyl)thiourea). Run in CO (methanol). Reaction conditions: time 16 hour. Product: O=C1N(C(SC1=CC(=O)O)=NC1=CC(=C(C=C1)Cl)Cl)C1=CC(=C(C=C1)Cl)Cl ([4-oxo-3-(3,4-dichlorophenyl)-2-[(3,4-dichlorophenyl)imino]-5-thiazolidinylidene]acetic acid). Yield: 29.9%. RXN SMILES: [C:1]([C:6]([OH:8])=[O:7])#[C:2][C:3](O)=[O:4].[Cl:9][C:10]1[CH:11]=[C:12]([NH:17][C:18]([NH:20][C:21]2[CH:26]=[CH:25][C:24]([Cl:27])=[C:23]([Cl:28])[CH:22]=2)=[S:19])[CH:13]=[CH:14][C:15]=1[Cl:16]>CO>[O:4]=[C:3]1[C:2](=[CH:1][C:6]([OH:8])=[O:7])[S:19][C:18](=[N:20][C:21]2[CH:26]=[CH:25][C:24]([Cl:27])=[C:23]([Cl:28])[CH:22]=2)[N:17]1[C:12]1[CH:13]=[CH:14][C:15]([Cl:16])=[C:10]([Cl:9])[CH:11]=1. Procedure: A mixture of acetylenedicarboxylic acid (6.6 g, 55 mmoles) and N,N'-bis(3,4-dichlorophenyl)thiourea (20.0 g, 55 mmoles) in methanol (400 mls) is stirred at room temperature for 16 hours. The suspended solid is filtered off and rinsed with cold methanol. The solid is then rinsed repeatedly with boiling CH2Cl2 and filtered off. The combined dichloromethane filtrates are concentrated and cooled to afford the crystalline product (7.6 g), mp 221°-222° C. Run at time 3 hour. Product: S1CCN(CC1)C(=O)N(C)CCN(C(=O)N[C@@H](CC1=CC=CC=C1)C(=O)O)C (N-[N-[2-(N-thiomorpholinocarbonyl-N-methylamino)ethyl]-N-methylaminocarbonyl]-L-phenylalanine). RXN SMILES: C([O:8][C:9](=[O:35])[C@H:10]([CH2:28][C:29]1[CH:34]=[CH:33][CH:32]=[CH:31][CH:30]=1)[NH:11][C:12]([N:14]([CH2:16][CH2:17][N:18]([C:20]([N:22]1[CH2:27][CH2:26][S:25][CH2:24][CH2:23]1)=[O:21])[CH3:19])[CH3:15])=[O:13])C1C=CC=CC=1>CO.[OH-].[Na+]>[S:25]1[CH2:26][CH2:27][N:22]([C:20]([N:18]([CH2:17][CH2:16][N:14]([CH3:15])[C:12]([NH:11][C@H:10]([C:9]([OH:35])=[O:8])[CH2:28][C:29]2[CH:34]=[CH:33][CH:32]=[CH:31][CH:30]=2)=[O:13])[CH3:19])=[O:21])[CH2:23][CH2:24]1 |f:2.3|. Starting materials: C(C1=CC=CC=C1)OC([C@@H](NC(=O)N(C)CCN(C)C(=O)N1CCSCC1)CC1=CC=CC=C1)=O (N-[N-[2-(N-thiomorpholinocarbonyl-N-methylamino)ethyl]-N-methylaminocarbonyl]-L-phenylalanine benzyl ester). Procedure: To a solution of N-[N-[2-(N-thiomorpholinocarbonyl-N-methylamino)ethyl]-N-methylaminocarbonyl]-L-phenylalanine benzyl ester (1.50 g) in methanol (30 ml) was added in 1N sodium hydroxide aqueous solution (6 ml) at ambient temperature. After being stirred for 3 hours at the same temperature, the solution was concentrated in vacuo. The residue was dissolved in ethyl acetate (50 ml) and the solution was washed with 5% hydrochloric acid and brine successively, dried over anhydrous magnesium sulfate, ... Run in CO (methanol), [OH-].[Na+] (sodium hydroxide). The yield is 92.8%. Reactants: CC1=C2CCN(C2=C(C=C1OCC(=C)C)C)C=O.CC1=C2C=CN(C2=C(C(=C1)CC(=C)C)C)C=O (4,7-dimethyl-6-(2-methyl-2-propenyl)-1H-indole-1-carbaldehyde 2,3-Dihydro-4,7-dimethyl-5-[(2-methyl-2-propenyl)oxy]-1H-indole-1-carbaldehyde). Solvent: CN(C1=CC=CC=C1)C (N,N-dimethylaniline), CCCCCC (hexane). Conditions: temperature 220 celsius, time 7 hour. The product is OC=1C(=C2CCN(C2=C(C1CC(=C)C)C)C=O)C (2,3-Dihydro-5-hydroxy-4,7-dimethyl-6-(2-methyl-2-propenyl)-1H-indole-1-carbaldehyde). Yield: 91.0%. Reaction SMILES: [CH3:1][C:2]1[C:10]([O:11]CC(C)=C)=[CH:9][C:8]([CH3:16])=[C:7]2[C:3]=1[CH2:4][CH2:5][N:6]2[CH:17]=[O:18].[CH3:19][C:20]1[CH:28]=C(CC(C)=C)C(C)=C2[C:21]=1C=CN2C=O>CN(C)C1C=CC=CC=1.CCCCCC>[OH:11][C:10]1[C:2]([CH3:1])=[C:3]2[C:7](=[C:8]([CH3:16])[C:9]=1[CH2:21][C:20]([CH3:28])=[CH2:19])[N:6]([CH:17]=[O:18])[CH2:5][CH2:4]2 |f:0.1|. Procedure: 2,3-Dihydro-5-hydroxy group-4,7-dimethyl-6-(2-methyl-2-propenyl)-1H-indole-1-carbaldehyde 2,3-Dihydro-4,7-dimethyl-5-[(2-methyl-2-propenyl)oxy]-1H-indole-1-carbaldehyde (6.00 g, 24.4 mmol) was suspended in N,N-dimethylaniline (25 ml) and stirred under argon atmosphere at 220° C. for 7 hours. The reaction mixture was cooled and diluted with hexane (50 ml) and stirred for 30 minutes. The precipitated crystals were filtered and washed with hexane to obtain 5.45 g of the title compound. Reactants: CO, CC1=CC(=O)C(C)S(=O)(=O)N1C, N. The product is CNS(=O)(=O)C(C)C(=O)C=C(C)N. As a reaction SMILES: [CH3:14][OH:15].[CH3:2][N:3]1[S:4](=[O:12])(=[O:13])[CH:5]([CH3:11])[C:6](=[O:10])[CH:7]=[C:8]1[CH3:9].[NH3:1]>>[NH2:1][C:8](=[CH:7][C:6]([CH:5]([S:4]([NH:3][CH3:2])(=[O:12])=[O:13])[CH3:11])=[O:10])[CH3:9]. Starting materials: ClC1=C(C=O)C(=CC=C1)F (2-Chloro-6-fluorobenzaldehyde), C(CO)O (ethylene glycol), C1(=CC=C(C=C1)S(=O)(=O)O)C (p-toluenesulphonic acid). The solvent is C1(=CC=CC=C1)C (toluene). Product: ClC1=C(C(=CC=C1)F)C1OCCO1 (2-(2-chloro-6-fluorophenyl)-1,3-dioxolane). The yield is 116.6%. RXN SMILES: [Cl:1][C:2]1[CH:9]=[CH:8][CH:7]=[C:6]([F:10])[C:3]=1[CH:4]=[O:5].[CH2:11](O)[CH2:12][OH:13].C1(C)C=CC(S(O)(=O)=O)=CC=1>C1(C)C=CC=CC=1>[Cl:1][C:2]1[CH:9]=[CH:8][CH:7]=[C:6]([F:10])[C:3]=1[CH:4]1[O:13][CH2:12][CH2:11][O:5]1. Procedure details: 2-Chloro-6-fluorobenzaldehyde (100 g), ethylene glycol (192 g) and p-toluenesulphonic acid (17 g) were dissolved in toluene and heated under reflux for four days using a Dean and Stark adapter to collect the water. After cooling the mixture was washed with water, dried (anhydrous magnesium sulphate) and filtered. The filtrate was evaporated to dryness yielding 2-(2-chloro-6-fluorophenyl)-1,3-dioxolane (149 g) as an orange oil, NMR (CDCl3) 4.05(m,2H), 4.3(m,2H), 6.35(s, 1H), 7.2(m,3H). The reactants are C1=CC=CC=2C3=CC=CC=C3C(C12)COC(=O)N[C@@H](CCCCNC(=O)OCC1=CC=CC=C1)C(=O)O (Nα-(9-fluorenylmethoxycarbonyl)-Nε-benzyloxycarbonyl-L-lysine). The solvent is C(=O)(C(F)(F)F)O.C(Cl)Cl (TFA CH2Cl2). Run at time 1 hour. The product is C1=CC=CC=2C3=CC=CC=C3C(C12)COC(=O)N[C@@H](CCCCN)C(=O)O (Nα-(9-Fluorenylmethoxycarbonyl)-L-lysine). As a reaction SMILES: [CH:1]1[C:13]2[CH:12]([CH2:14][O:15][C:16]([NH:18][C@H:19]([C:35]([OH:37])=[O:36])[CH2:20][CH2:21][CH2:22][CH2:23][NH:24]C(OCC3C=CC=CC=3)=O)=[O:17])[C:11]3[C:6](=[CH:7][CH:8]=[CH:9][CH:10]=3)[C:5]=2[CH:4]=[CH:3][CH:2]=1>C(O)(C(F)(F)F)=O.C(Cl)Cl>[CH:10]1[C:11]2[CH:12]([CH2:14][O:15][C:16]([NH:18][C@H:19]([C:35]([OH:37])=[O:36])[CH2:20][CH2:21][CH2:22][CH2:23][NH2:24])=[O:17])[C:13]3[C:5](=[CH:4][CH:3]=[CH:2][CH:1]=3)[C:6]=2[CH:7]=[CH:8][CH:9]=1 |f:1.2|. Procedure details: Nα-(9-fluorenylmethoxycarbonyl)-Nε-benzyloxycarbonyl-L-lysine (502 mg, 1.00 mmol) was dissolved in TFA/CH2Cl2 (3 mL/3 mL) and stirred at room temperature for 1 h. The volatiles were removed in vacuo to afford the title compound quantitatively as a white solid. Starting materials: CC(C)(C)C(=O)OCCl, CC(=O)Cc1ccc(C(=O)O)cc1, CC#N, [H-], [Na+]. Yields the product CC(=O)Cc1ccc(C(=O)OCOC(=O)C(C)(C)C)cc1. As a reaction SMILES: [C:16]([C:17]([CH3:18])([CH3:19])[CH3:20])(=[O:21])[O:22][CH2:23][Cl:24].[CH2:3]([C:4](=[O:5])[CH3:6])[c:7]1[cH:8][cH:9][c:10]([C:11](=[O:12])[OH:13])[cH:14][cH:15]1.[CH3:25][C:26]#[N:27].[H-:1].[Na+:2]>>[CH2:3]([C:4](=[O:5])[CH3:6])[c:7]1[cH:8][cH:9][c:10]([C:11]([O:12][CH2:23][O:22][C:16]([C:17]([CH3:18])([CH3:19])[CH3:20])=[O:21])=[O:13])[cH:14][cH:15]1. Reported procedure: Following the general method as outlined in Example 22, starting from (2S,4EZ)-1-(tert-butoxycarbonyl)-4-(methoxyimino)-2-pyrrolidinecarboxylic acid, [1,1′-biphenyl]-4-sulfonyl chloride, and (1RS)-2-amino-1-(4-nitrophenyl)ethanol, the title compound was obtained in 79% purity by HPLC. MS(ESI+): m/z=539. Reaction SMILES: C(OC([N:8]1[CH2:12][C:11](=[N:13][O:14][CH3:15])[CH2:10][C@H:9]1[C:16]([OH:18])=O)=O)(C)(C)C.[C:19]1([C:29]2[CH:34]=[CH:33][CH:32]=[CH:31][CH:30]=2)[CH:24]=[CH:23][C:22]([S:25](Cl)(=[O:27])=[O:26])=[CH:21][CH:20]=1.[NH2:35][CH2:36][CH:37]([C:39]1[CH:44]=[CH:43][C:42]([N+:45]([O-:47])=[O:46])=[CH:41][CH:40]=1)[OH:38]>>[C:19]1([C:29]2[CH:34]=[CH:33][CH:32]=[CH:31][CH:30]=2)[CH:24]=[CH:23][C:22]([S:25]([N:8]2[CH2:12][C:11](=[N:13][O:14][CH3:15])[CH2:10][C@H:9]2[C:16]([NH:35][CH2:36][CH:37]([OH:38])[C:39]2[CH:40]=[CH:41][C:42]([N+:45]([O-:47])=[O:46])=[CH:43][CH:44]=2)=[O:18])(=[O:27])=[O:26])=[CH:21][CH:20]=1. The product is C1(=CC=C(C=C1)S(=O)(=O)N1[C@@H](CC(C1)=NOC)C(=O)NCC(C1=CC=C(C=C1)[N+](=O)[O-])O)C1=CC=CC=C1 ((2S,4EZ)-1-([1,1′-biphenyl]-4-ylsulfonyl)-N-[(2RS)-2-hydroxy-2-(4-nitrophenyl)ethyl]-4-(methoxyimino)-2-pyrrolidinecarboxamide). Starting materials: C(C)(C)(C)OC(=O)N1[C@@H](CC(C1)=NOC)C(=O)O ((2S,4EZ)-1-(tert-butoxycarbonyl)-4-(methoxyimino)-2-pyrrolidinecarboxylic acid), C1(=CC=C(C=C1)S(=O)(=O)Cl)C1=CC=CC=C1 ([1,1′-biphenyl]-4-sulfonyl chloride), NCC(O)C1=CC=C(C=C1)[N+](=O)[O-] ((1RS)-2-amino-1-(4-nitrophenyl)ethanol). Reactants: CC1(OCC(O1)CN1C=C(C=2C(=NC=CC21)OC)I)C (1-((2,2-dimethyl-1,3-dioxolan-4-yl)methyl)-3-iodo-4-methoxy-1H-pyrrolo[3,2-c]pyridine), CC1(OB(OC1(C)C)C1=CC=C(C=C1)S(=O)(=O)N)C (4-(4,4,5,5-tetramethyl-1,3,2-dioxaborolan-2-yl)benzenesulfonamide), C([O-])([O-])=O.[K+].[K+] (potassium carbonate). Reagents/catalysts: C=1C=CC(=CC1)[P](C=2C=CC=CC2)(C=3C=CC=CC3)[Pd]([P](C=4C=CC=CC4)(C=5C=CC=CC5)C=6C=CC=CC6)([P](C=7C=CC=CC7)(C=8C=CC=CC8)C=9C=CC=CC9)[P](C=1C=CC=CC1)(C=1C=CC=CC1)C=1C=CC=CC1 (tetrakis(triphenylphosphine)palladium(0)). Run in CN(C)C=O (DMF), O (water), O (water). Conditions: temperature 130 celsius, time 1 hour. Product: CC1(OCC(O1)CN1C=C(C=2C(=NC=CC21)OC)C2=CC=C(C=C2)S(=O)(=O)N)C (4-(1-((2,2-dimethyl-1,3-dioxolan-4-yl)methyl)-4-methoxy-1H-pyrrolo[3,2-c]pyridin-3-yl)benzenesulfonamide). The yield is 24.8%. RXN SMILES: [CH3:1][C:2]1([CH3:20])[O:6][CH:5]([CH2:7][N:8]2[C:16]3[CH:15]=[CH:14][N:13]=[C:12]([O:17][CH3:18])[C:11]=3[C:10](I)=[CH:9]2)[CH2:4][O:3]1.CC1(C)C(C)(C)OB([C:29]2[CH:34]=[CH:33][C:32]([S:35]([NH2:38])(=[O:37])=[O:36])=[CH:31][CH:30]=2)O1.C(=O)([O-])[O-].[K+].[K+]>CN(C=O)C.O.C1C=CC([P]([Pd]([P](C2C=CC=CC=2)(C2C=CC=CC=2)C2C=CC=CC=2)([P](C2C=CC=CC=2)(C2C=CC=CC=2)C2C=CC=CC=2)[P](C2C=CC=CC=2)(C2C=CC=CC=2)C2C=CC=CC=2)(C2C=CC=CC=2)C2C=CC=CC=2)=CC=1>[CH3:1][C:2]1([CH3:20])[O:6][CH:5]([CH2:7][N:8]2[C:16]3[CH:15]=[CH:14][N:13]=[C:12]([O:17][CH3:18])[C:11]=3[C:10]([C:29]3[CH:34]=[CH:33][C:32]([S:35]([NH2:38])(=[O:37])=[O:36])=[CH:31][CH:30]=3)=[CH:9]2)[CH2:4][O:3]1 |f:2.3.4,^1:55,57,76,95|. Reported procedure: To a solution of 1-((2,2-dimethyl-1,3-dioxolan-4-yl)methyl)-3-iodo-4-methoxy-1H-pyrrolo[3,2-c]pyridine (120 mg) in DMF (3 mL)/water (0.30 mL) were added 4-(4,4,5,5-tetramethyl-1,3,2-dioxaborolan-2-yl)benzenesulfonamide (131 mg), tetrakis(triphenylphosphine)palladium(0) (35.7 mg) and potassium carbonate (85.4 mg). The reaction mixture was stirred under microwave irradiation at 130° C. for 1 hr. The reaction mixture was diluted with water, and the mixture was extracted with ethyl acetate. The orga...